This data is from the Open Reaction Database (ORD), a public repository of structured organic reaction records. The task is: describe an organic reaction: reactants, conditions, products, and yield Reactants: NC=1C=C(C(=O)O)C=CC1C (3-amino-4-methylbenzoic acid), C(CC)(=O)Cl (propionyl chloride), FC(OC1=CC=C(N)C=C1)(F)F (4-trifluoromethoxyaniline). The product is FC(OC1=CC=C(C=C1)NC(C1=CC(=C(C=C1)C)NC(CC)=O)=O)(F)F (N-(4′-trifluoromethoxyphenyl)-3-propionamido-4-methylbenzamide). As a reaction SMILES: [NH2:1][C:2]1[CH:3]=[C:4]([CH:8]=[CH:9][C:10]=1[CH3:11])[C:5]([OH:7])=O.[C:12](Cl)(=[O:15])[CH2:13][CH3:14].[F:17][C:18]([F:28])([F:27])[O:19][C:20]1[CH:26]=[CH:25][C:23]([NH2:24])=[CH:22][CH:21]=1>>[F:17][C:18]([F:27])([F:28])[O:19][C:20]1[CH:26]=[CH:25][C:23]([NH:24][C:5](=[O:7])[C:4]2[CH:8]=[CH:9][C:10]([CH3:11])=[C:2]([NH:1][C:12](=[O:15])[CH2:13][CH3:14])[CH:3]=2)=[CH:22][CH:21]=1. Reported procedure: Compound 69 is synthesized following a similar method as in Example 1 and using 3-amino-4-methylbenzoic acid, propionyl chloride and 4-trifluoromethoxyaniline as materials. Total yield of the two steps: 49%.